From a dataset of the Open Reaction Database (ORD), a public repository of structured organic reaction records. describe an organic reaction: reactants, conditions, products, and yield The reactants are C(C1=CC=CC=C1)ON1C([C@@H](CCC1)NS(=O)(=O)C1=CC=C(C=C1)OC1=CC=C(C=C1)Cl)=O ((R)—N-(1-benzyloxy-2-oxo-piperidin-3-yl)-4-(4-chloro-phenoxy)-benzenesulfonamide). Run in CS(=O)(=O)O (MeSO3H). The product is ClC1=CC=C(OC2=CC=C(C=C2)S(=O)(=O)N[C@H]2C(N(CCC2)O)=O)C=C1 ((R)-4-(4-Chloro-phenoxy)-N-(1-hydroxy-2-oxo-piperidin-3-yl)-benzene-sulfonamide). Reaction SMILES: C([O:8][N:9]1[CH2:14][CH2:13][CH2:12][C@@H:11]([NH:15][S:16]([C:19]2[CH:24]=[CH:23][C:22]([O:25][C:26]3[CH:31]=[CH:30][C:29]([Cl:32])=[CH:28][CH:27]=3)=[CH:21][CH:20]=2)(=[O:18])=[O:17])[C:10]1=[O:33])C1C=CC=CC=1>CS(O)(=O)=O>[Cl:32][C:29]1[CH:28]=[CH:27][C:26]([O:25][C:22]2[CH:21]=[CH:20][C:19]([S:16]([NH:15][C@@H:11]3[CH2:12][CH2:13][CH2:14][N:9]([OH:8])[C:10]3=[O:33])(=[O:17])=[O:18])=[CH:24][CH:23]=2)=[CH:31][CH:30]=1. Reported procedure: A solution of (R)—N-(1-benzyloxy-2-oxo-piperidin-3-yl)-4-(4-chloro-phenoxy)-benzenesulfonamide (0.1 g) in step A in MeSO3H (1.5 mL) was stirred at room temperature under N2 for 16 h. The reaction was quenched with ice-water and the precipitate was filtered. The white solid was washed with water, Et2O/hexanes (1:5) to give the titled compound. MS (EI) 397 (M+H)+. Starting materials: C1CCOC1, CCOCC, CC(C)(C[Mg+])c1ccccc1, [Cl-], CCOC(=O)C(=O)C(F)(F)F. Yields the product CCOC(=O)C(O)(CC(C)(C)c1ccccc1)C(F)(F)F. RXN SMILES: [CH2:29]1[O:30][CH2:31][CH2:32][CH2:33]1.[CH3:24][CH2:25][O:26][CH2:27][CH3:28].[CH3:2][C:3]([CH2:4][Mg+:5])([CH3:6])[c:7]1[cH:8][cH:9][cH:10][cH:11][cH:12]1.[Cl-:1].[F:13][C:14]([C:15]([C:16](=[O:17])[O:18][CH2:19][CH3:20])=[O:21])([F:22])[F:23]>>[CH3:2][C:3]([CH2:4][C:15]([C:14]([F:13])([F:22])[F:23])([C:16](=[O:17])[O:18][CH2:19][CH3:20])[OH:21])([CH3:6])[c:7]1[cH:8][cH:9][cH:10][cH:11][cH:12]1. Starting materials: [Cl-], O=[N+]([O-])c1cc(CO)ccc1Sc1nccnc1Cl, [Fe], [NH4+], C1CCOC1. RXN SMILES: [Cl-:20].[Cl:1][c:2]1[c:3]([S:8][c:9]2[c:10]([N+:17]([O-:18])=[O:19])[cH:11][c:12]([CH2:13][OH:14])[cH:15][cH:16]2)[n:4][cH:5][cH:6][n:7]1.[Fe:27].[NH4+:21].[O:22]1[CH2:23][CH2:24][CH2:25][CH2:26]1>>[Cl:1][c:2]1[c:3]([S:8][c:9]2[c:10]([NH2:17])[cH:11][c:12]([CH2:13][OH:14])[cH:15][cH:16]2)[n:4][cH:5][cH:6][n:7]1. Product: Nc1cc(CO)ccc1Sc1nccnc1Cl. Procedure: Then, were added thereto 68.2 parts of isoprene and 1.79 parts of 2-chloropropionitrile as an organic halide and stirred under heating at 80° C. to conduct a polymerization reaction. After 137 hours, the same post-treatment as in Example 1 was carried out to give a random (isoprene/acrylonitrile) copolymer. The conversion rate of isoprene was 84% and the conversion rate of acrylonitrile was 79%. The analysis results of the random (isoprene/acrylonitrile) polymer obtained are shown in Table 3. Th... Product: C=CC(C)=C.C(C=C)#N (isoprene acrylonitrile). Starting materials: C=CC(C)=C (isoprene), ClC(C#N)C (2-chloropropionitrile), halide. Conditions: temperature 80 celsius, time 137 hour. As a reaction SMILES: [CH2:1]=[CH:2][C:3](=[CH2:5])[CH3:4].Cl[CH:7]([CH3:10])[C:8]#[N:9]>>[CH2:1]=[CH:2][C:3](=[CH2:4])[CH3:5].[C:8](#[N:9])[CH:7]=[CH2:10] |f:2.3|. Reactants: [Na] (sodium), [Na] (sodium), N (ammonia), BrC(CC1C(CCCCCC1)(C1CCCCCCC1)C1=CC=CC=C1)Br (dibromoethylphenyl bicyclooctane), O1CCCC1 (tetrahydrofuran), Ferric nitrate, N (ammonia). Reaction conditions: time 32.5 minute. Yields the product C(#C)C1=CC=C(C=C1)C1(CCCCCCC1)C1CCCCCCC1 (1-(4-ethynylphenyl)bicyclooctane). Reaction SMILES: [Na].N.BrC(Br)C[CH:6]1[CH2:13][CH2:12][CH2:11][CH2:10][CH2:9][CH2:8][C:7]1([C:22]1[CH:27]=CC=[CH:24][CH:23]=1)[CH:14]1[CH2:21][CH2:20][CH2:19][CH2:18][CH2:17][CH2:16][CH2:15]1.O1[CH2:33][CH2:32][CH2:31][CH2:30]1>>[C:31]([C:32]1[CH:33]=[CH:27][C:22]([C:7]2([CH:14]3[CH2:21][CH2:20][CH2:19][CH2:18][CH2:17][CH2:16][CH2:15]3)[CH2:8][CH2:9][CH2:10][CH2:11][CH2:12][CH2:13][CH2:6]2)=[CH:23][CH:24]=1)#[CH:30] |^1:0|. Procedure details: Small pieces of sodium were added to liquid ammonia until a blue color persisted. Ferric nitrate (100 mg) was added and the solution was stirred. When the solution turned colorless, sodium (6 g) was added in small pieces. After about 30 to 35 minutes following the addition the blue color disappeared and a solution of the above dibromoethylphenyl bicyclooctane in tetrahydrofuran was added to the solution. The ammonia was allowed to evaporate overnight and the residue was partitioned between ether... Reactants: CN(CCN1CCSc2cc([N+](=O)[O-])ccc21)C(=O)Oc1ccccc1, CCO, [H][H], C1CCOC1. Yields the product CN(CCN1CCSc2cc(N)ccc21)C(=O)Oc1ccccc1. Reaction SMILES: [CH3:1][N:2]([C:3]([O:4][c:5]1[cH:6][cH:7][cH:8][cH:9][cH:10]1)=[O:11])[CH2:12][CH2:13][N:14]1[c:15]2[c:16]([cH:20][c:21]([N+:24]([O-:25])=[O:26])[cH:22][cH:23]2)[S:17][CH2:18][CH2:19]1.[CH3:34][CH2:35][OH:36].[H:27][H:28].[O:29]1[CH2:30][CH2:31][CH2:32][CH2:33]1>>[CH3:1][N:2]([C:3]([O:4][c:5]1[cH:6][cH:7][cH:8][cH:9][cH:10]1)=[O:11])[CH2:12][CH2:13][N:14]1[c:15]2[c:16]([cH:20][c:21]([NH2:24])[cH:22][cH:23]2)[S:17][CH2:18][CH2:19]1. Starting materials: C1CCOC1, CC1CCC(N2CCN(c3ccc(C(=O)NN)cc3)CC2)CC1, O=C(Cl)c1ccc(I)cc1, O, c1ccncc1. Reaction SMILES: [CH2:41]1[O:42][CH2:43][CH2:44][CH2:45]1.[CH3:1][CH:2]1[CH2:3][CH2:4][CH:5]([N:8]2[CH2:9][CH2:10][N:11]([c:14]3[cH:15][cH:16][c:17]([C:18](=[O:19])[NH:20][NH2:21])[cH:22][cH:23]3)[CH2:12][CH2:13]2)[CH2:6][CH2:7]1.[I:30][c:31]1[cH:32][cH:33][c:34]([C:35](=[O:36])[Cl:37])[cH:38][cH:39]1.[OH2:40].[cH:24]1[cH:25][cH:26][n:27][cH:28][cH:29]1>>[CH3:1][CH:2]1[CH2:3][CH2:4][CH:5]([N:8]2[CH2:9][CH2:10][N:11]([c:14]3[cH:15][cH:16][c:17]([C:18](=[O:19])[NH:20][NH:21][C:35]([c:34]4[cH:33][cH:32][c:31]([I:30])[cH:39][cH:38]4)=[O:36])[cH:22][cH:23]3)[CH2:12][CH2:13]2)[CH2:6][CH2:7]1. Yields the product CC1CCC(N2CCN(c3ccc(C(=O)NNC(=O)c4ccc(I)cc4)cc3)CC2)CC1. Reported procedure: A solution of 15.2 g. of 1,3-dihydro-5-(α, α, α-trifloro-m-tolyl)-2H-1,4-benzodiazepin-2-one in 360 ml. of acetone is treated with 7.5 ml. of dimethylsulfate and 45 g. of finely triturated, dry potassium carbonate and stirred intensively at room temperature for 15 hours. The mixture is then poured into 400 ml. of ice-water, the acetone is evaporated under reduced pressure and the separated oil extracted with methylene chloride. The extract is washed with water, dried over sodium sulfate and evap... Reaction SMILES: [F:1][C:2]([F:22])([F:21])[C:3]1[CH:8]=[CH:7][CH:6]=[C:5]([C:9]2[C:15]3[CH:16]=[CH:17][CH:18]=[CH:19][C:14]=3[NH:13][C:12](=[O:20])[CH2:11][N:10]=2)[CH:4]=1.[CH3:23]OS(OC)(=O)=O>CC(C)=O>[CH3:23][N:13]1[C:14]2[CH:19]=[CH:18][CH:17]=[CH:16][C:15]=2[C:9]([C:5]2[CH:4]=[C:3]([C:2]([F:1])([F:21])[F:22])[CH:8]=[CH:7][CH:6]=2)=[N:10][CH2:11][C:12]1=[O:20]. Yields the product CN1C(CN=C(C2=C1C=CC=C2)C=2C=C(C=CC2)C(F)(F)F)=O (1,3-dihydro-1-methyl-5-(α, α, α-trifluoro-m-tolyl)-2H-1,4-benzodiazepin-2-one). The reactants are FC(C1=CC(=CC=C1)C1=NCC(NC2=C1C=CC=C2)=O)(F)F (1,3-dihydro-5-(α, α, α-trifloro-m-tolyl)-2H-1,4-benzodiazepin-2-one), COS(=O)(=O)OC (dimethylsulfate). Run at time 15 hour. Run in CC(=O)C (acetone). Starting materials: NCCC1=CC=C(C=C1)SC1CCN(CC1)C(=O)C=1SC=CC1C ((4-{[4-(2-Aminoethyl)phenyl]sulfanyl}-1-piperidinyl)(3-methyl-2-thienyl)methanone), C(C)(C)(C)[Si](C1=CC=CC=C1)(C1=CC=CC=C1)OC1=CC=C(C=C1)OCC1OC1 (tert-butyl-(4-oxiranylmethoxy-phenoxy)-diphenylsilane). Product: O[C@@H](CNCCC1=CC=C(C=C1)SC1CCN(CC1)C(=O)C=1SC=CC1C)COC1=CC=C(C=C1)O ([4-(4-{2-[(2S)-2-Hydroxy-3-(4-hydroxy-phenoxy)-propylamino]-ethyl}-phenylsulfanyl)-piperidin-1-yl]-(3-methyl-thiophen-2-yl)-methanone). Yield: 59.6%. RXN SMILES: [NH2:1][CH2:2][CH2:3][C:4]1[CH:9]=[CH:8][C:7]([S:10][CH:11]2[CH2:16][CH2:15][N:14]([C:17]([C:19]3[S:20][CH:21]=[CH:22][C:23]=3[CH3:24])=[O:18])[CH2:13][CH2:12]2)=[CH:6][CH:5]=1.C([Si]([O:42][C:43]1[CH:48]=[CH:47][C:46]([O:49][CH2:50][CH:51]2[CH2:53][O:52]2)=[CH:45][CH:44]=1)(C1C=CC=CC=1)C1C=CC=CC=1)(C)(C)C>>[OH:52][C@H:51]([CH2:50][O:49][C:46]1[CH:47]=[CH:48][C:43]([OH:42])=[CH:44][CH:45]=1)[CH2:53][NH:1][CH2:2][CH2:3][C:4]1[CH:9]=[CH:8][C:7]([S:10][CH:11]2[CH2:12][CH2:13][N:14]([C:17]([C:19]3[S:20][CH:21]=[CH:22][C:23]=3[CH3:24])=[O:18])[CH2:15][CH2:16]2)=[CH:6][CH:5]=1. Procedure details: (4-{[4-(2-Aminoethyl)phenyl]sulfanyl}-1-piperidinyl)(3-methyl-2-thienyl)methanone (0.57 g, 1.58 mmol) was reacted with tert-butyl-(4-oxiranylmethoxy-phenoxy)-diphenylsilane (0.58 g, 1.44 mmol) according to Procedure G to give the title compound (eluant: 20:1 chloroform-methanol) (0.656 g, 0.858 mmol). Starting materials: CCN(C(C)C)C(C)C (Hunig's Base), CN (methylamine), C(C)N=C=NCCCN(C)C (3-(ethyliminomethyleneamino)-N,N-dimethyl-propan-1-amine), FC([C@@H](CN1C(CN(C2=CC=CC=C12)CC1=CC(=CC=C1)OC(F)(F)F)C=1C=C(C(=O)O)C=CC1)O)(F)F (3-{1-[(R)-3,3,3-trifluoro-2-hydroxypropyl]-4-[3-(trifluoromethoxy)benzyl]-1,2,3,4-tetrahydroquinoxalin-2-yl}benzoic acid). The solvent is CO (MeOH). Conditions: temperature 25 celsius, time 8 hour. The product is CNC(C1=CC(=CC=C1)C1N(C2=CC=CC=C2N(C1)CC1=CC(=CC=C1)OC(F)(F)F)C[C@H](C(F)(F)F)O)=O (N-methyl-3-{1-[(R)-3,3,3-trifluoro-2-hydroxypropyl]-4-[3-(trifluoro-methoxy)benzyl]-1,2,3,4-tetrahydro quinoxalin-2-yl}benzamide). Reaction SMILES: [F:1][C:2]([F:38])([F:37])[C@H:3]([OH:36])[CH2:4][N:5]1[C:14]2[C:9](=[CH:10][CH:11]=[CH:12][CH:13]=2)[N:8]([CH2:15][C:16]2[CH:21]=[CH:20][CH:19]=[C:18]([O:22][C:23]([F:26])([F:25])[F:24])[CH:17]=2)[CH2:7][CH:6]1[C:27]1[CH:28]=[C:29]([CH:33]=[CH:34][CH:35]=1)[C:30](O)=[O:31].CCN(C(C)C)C(C)C.[CH3:48][NH2:49].C(N=C=NCCCN(C)C)C>CO>[CH3:48][NH:49][C:30](=[O:31])[C:29]1[CH:33]=[CH:34][CH:35]=[C:27]([CH:6]2[CH2:7][N:8]([CH2:15][C:16]3[CH:21]=[CH:20][CH:19]=[C:18]([O:22][C:23]([F:24])([F:25])[F:26])[CH:17]=3)[C:9]3[C:14](=[CH:13][CH:12]=[CH:11][CH:10]=3)[N:5]2[CH2:4][C@@H:3]([OH:36])[C:2]([F:1])([F:38])[F:37])[CH:28]=1. Procedure: 3-{1-[(R)-3,3,3-trifluoro-2-hydroxypropyl]-4-[3-(trifluoromethoxy)benzyl]-1,2,3,4-tetrahydroquinoxalin-2-yl}benzoic acid (100 mg, 0.185 mmol) (from Scheme A12) was dissolved in MeOH (925 μl), Hunig's Base (97 μl, 0.555 mmol), methylamine (93 μl, 0.185 mmol), and 3-(ethyliminomethyleneamino)-N,N-dimethyl-propan-1-amine (106 mg, 0.555 mmol) were added, and the mixture was stirred at 25° C. overnight. The product was purified on a reverse phase column, 10-90% MeCN/H2O gradient, 0.1% TFA modifier, y...